From a dataset of the Open Reaction Database (ORD), a public repository of structured organic reaction records. describe an organic reaction: reactants, conditions, products, and yield The reactants are C(C1=CC=CC=C1)OC1=C(C=C(C=C1)N1CCN(CC1)CCCC1CCCCC1)Cl (1-(4-benzyloxy-3-chlorophenyl)-4-(3-cyclohexylpropyl)piperazine), C(C1=CC=CC=C1)OC1=C(C=C(C=C1)N1CCN(CC1)CCCC1CCCCC1)F (1-(4-benzyloxy-3-fluorophenyl)-4-(3-cyclohexylpropyl)-piperazine). The product is Cl.C1(CCCCC1)CCCN1CCN(CC1)C1=CC(=C(C=C1)O)F (4-[4-(3-cyclohexylpropyl)piperazin-1-yl]-2-fluorophenol hydrochloride). As a reaction SMILES: C(OC1C=CC(N2CCN(CCCC3CCCCC3)CC2)=CC=1[Cl:30])C1C=CC=CC=1.C([O:38][C:39]1[CH:44]=[CH:43][C:42]([N:45]2[CH2:50][CH2:49][N:48]([CH2:51][CH2:52][CH2:53][CH:54]3[CH2:59][CH2:58][CH2:57][CH2:56][CH2:55]3)[CH2:47][CH2:46]2)=[CH:41][C:40]=1[F:60])C1C=CC=CC=1>>[ClH:30].[CH:54]1([CH2:53][CH2:52][CH2:51][N:48]2[CH2:49][CH2:50][N:45]([C:42]3[CH:43]=[CH:44][C:39]([OH:38])=[C:40]([F:60])[CH:41]=3)[CH2:46][CH2:47]2)[CH2:59][CH2:58][CH2:57][CH2:56][CH2:55]1 |f:2.3|. Procedure: Production Example 30 was repeated except that 1-(4-benzyloxy-3-chlorophenyl)-4-(3-cyclohexylpropyl)piperazine was replaced with 1-(4-benzyloxy-3-fluorophenyl)-4-(3-cyclohexylpropyl)-piperazine (1.45 g), to provide 4-[4-(3-cyclohexylpropyl)piperazin-1-yl]-2-fluorophenol hydrochloride (1.17 g). Starting materials: COc1ccc(CCN)cc1OC, O=C(O)CCc1cccc(F)c1F. Yields the product COc1cc2c(cc1OC)C(CCc1cccc(F)c1F)NCC2. As a reaction SMILES: [CH3:14][O:15][c:16]1[cH:17][c:18]([CH2:24][CH2:25][NH2:26])[cH:19][cH:20][c:21]1[O:22][CH3:23].[F:1][c:2]1[c:3]([CH2:9][CH2:10][C:11]([OH:12])=[O:13])[cH:4][cH:5][cH:6][c:7]1[F:8]>>[F:1][c:2]1[c:3]([CH2:9][CH2:10][CH:11]2[c:19]3[c:18]([cH:17][c:16]([O:15][CH3:14])[c:21]([O:22][CH3:23])[cH:20]3)[CH2:24][CH2:25][NH:26]2)[cH:4][cH:5][cH:6][c:7]1[F:8]. Starting materials: O=C(CNC(=O)OCc1ccccc1)NC(Cc1ccccc1)C(=O)O, CN(C)C=O, CC#N, C(=NC1CCCCC1)=NC1CCCCC1, O=C1CCC(=O)N1O. Product: O=C(CNC(=O)OCc1ccccc1)NC(Cc1ccccc1)C(=O)ON1C(=O)CCC1=O. RXN SMILES: [C:1](=[O:2])([O:3][CH2:4][c:5]1[cH:6][cH:7][cH:8][cH:9][cH:10]1)[NH:11][CH2:12][C:13](=[O:14])[NH:15][CH:16]([CH2:17][c:18]1[cH:19][cH:20][cH:21][cH:22][cH:23]1)[C:24](=[O:25])[OH:26].[CH3:35][N:36]([CH3:37])[CH:38]=[O:39].[CH3:55][C:56]#[N:57].[CH:40]1([N:41]=[C:42]=[N:43][CH:44]2[CH2:45][CH2:46][CH2:47][CH2:48][CH2:49]2)[CH2:50][CH2:51][CH2:52][CH2:53][CH2:54]1.[OH:27][N:28]1[C:29](=[O:34])[CH2:30][CH2:31][C:32]1=[O:33]>>[C:1](=[O:2])([O:3][CH2:4][c:5]1[cH:6][cH:7][cH:8][cH:9][cH:10]1)[NH:11][CH2:12][C:13](=[O:14])[NH:15][CH:16]([CH2:17][c:18]1[cH:19][cH:20][cH:21][cH:22][cH:23]1)[C:24](=[O:25])[O:26][N:28]1[C:29](=[O:34])[CH2:30][CH2:31][C:32]1=[O:33]. Reported procedure: Vitride (22 L, 76.19 mole, 70% wt. in toluene, 3.46M) was diluted with toluene (18 L) and added dropwise to a solution of (3R,4R,5R)-3,4-bis(benzyloxy)-5-(benzyloxymethyl)-3-methyl-dihydrofuran-2(3H)-one (62.5 mole from step 1) in toluene (150 L) maintaining temperature around −40±5° C. during the addition. After the addition was over, TLC was checked to ensure completion of the reaction (if the reaction is not complete, more Vitride is added till reaction is complete). The reaction was quenched... Solvent: CCCCCC (hexane), C1(=CC=CC=C1)C (toluene), C1(=CC=CC=C1)C (toluene). The reactants are crude material, residue, C(C)(=O)OCC (ethyl acetate), COCCO[AlH2-]OCCOC.[Na+] (Vitride), COCCO[AlH2-]OCCOC.[Na+] (Vitride), C(C1=CC=CC=C1)O[C@]1(C(O[C@@H]([C@H]1OCC1=CC=CC=C1)COCC1=CC=CC=C1)=O)C ((3R,4R,5R)-3,4-bis(benzyloxy)-5-(benzyloxymethyl)-3-methyl-dihydrofuran-2(3H)-one). Run at temperature -40 celsius. Product: C(C1=CC=CC=C1)O[C@]1(C(O[C@@H]([C@H]1OCC1=CC=CC=C1)COCC1=CC=CC=C1)O)C ((3R,4R,5R)-3,4-bis(benzyloxy)-5-(benzyloxymethyl)-3-methyl-tetrahydrofuran-2-ol). Reaction SMILES: COCCO[AlH2-]OCCOC.[Na+].[CH2:13]([O:20][C@:21]1([CH3:44])[C@H:25]([O:26][CH2:27][C:28]2[CH:33]=[CH:32][CH:31]=[CH:30][CH:29]=2)[C@@H:24]([CH2:34][O:35][CH2:36][C:37]2[CH:42]=[CH:41][CH:40]=[CH:39][CH:38]=2)[O:23][C:22]1=[O:43])[C:14]1[CH:19]=[CH:18][CH:17]=[CH:16][CH:15]=1.C(OCC)(=O)C>C1(C)C=CC=CC=1.CCCCCC>[CH2:13]([O:20][C@:21]1([CH3:44])[C@H:25]([O:26][CH2:27][C:28]2[CH:33]=[CH:32][CH:31]=[CH:30][CH:29]=2)[C@@H:24]([CH2:34][O:35][CH2:36][C:37]2[CH:38]=[CH:39][CH:40]=[CH:41][CH:42]=2)[O:23][CH:22]1[OH:43])[C:14]1[CH:19]=[CH:18][CH:17]=[CH:16][CH:15]=1 |f:0.1|. The reactants are Br, CCO, C1CNCCN1, C1CCOC1, O, O, O, O, O, O, O=C(Cl)C=Cc1ccco1. Yields the product O=C(C=Cc1ccco1)N1CCNCC1. As a reaction SMILES: [BrH:13].[CH3:14][CH2:15][OH:16].[NH:7]1[CH2:8][CH2:9][NH:10][CH2:11][CH2:12]1.[O:27]1[CH2:28][CH2:29][CH2:30][CH2:31]1.[OH2:1].[OH2:2].[OH2:3].[OH2:4].[OH2:5].[OH2:6].[o:17]1[c:18]([CH:22]=[CH:23][C:24](=[O:25])[Cl:26])[cH:19][cH:20][cH:21]1>>[N:7]1([C:24]([CH:23]=[CH:22][c:18]2[o:17][cH:21][cH:20][cH:19]2)=[O:25])[CH2:8][CH2:9][NH:10][CH2:11][CH2:12]1. Reactants: C(C)(=O)O[BH-](OC(C)=O)OC(C)=O.[Na+] (sodium triacetoxyborohydride), C(C)(=O)O[BH-](OC(C)=O)OC(C)=O.[Na+] (sodium triacetoxyborohydride), C(C1=CC=CC=C1)=O (Benzaldehyde), C(C)(=O)O[BH-](OC(C)=O)OC(C)=O.[Na+] (sodium triacetoxyborohydride), NC1=C(C=CC=C1)C1=CC(=C(C(=O)OC(C)(C)C)C=C1)NC(=O)C=1C=NC=C(C1)C1=CC=CC=C1 (tert-butyl 4-(2-aminophenyl)-2-(5-phenylpyridine-3-carboxamido)benzoate), C(C)(=O)O[BH-](OC(C)=O)OC(C)=O.[Na+] (Sodium triacetoxyborohydride), C(C1=CC=CC=C1)=O (benzaldehyde). Run in C(C)(=O)O (Acetic acid), O (water), C(Cl)(Cl)Cl (chloroform), C(Cl)Cl (Methylene chloride), C(Cl)Cl (methylene chloride), C(Cl)Cl (methylene chloride). Conditions: time 30 minute. Yields the product C(C1=CC=CC=C1)NC1=C(C=CC=C1)C1=CC(=C(C(=O)OC(C)(C)C)C=C1)NC(=O)C=1C=NC=C(C1)C1=CC=CC=C1 (tert-butyl 4-(2-(benzylamino)phenyl)-2-(5-phenylpyridine-3-carboxamido)benzoate). Reaction SMILES: [CH:1](=O)[C:2]1[CH:7]=[CH:6][CH:5]=[CH:4][CH:3]=1.C(O[BH-](OC(=O)C)OC(=O)C)(=O)C.[Na+].[NH2:23][C:24]1[CH:29]=[CH:28][CH:27]=[CH:26][C:25]=1[C:30]1[CH:42]=[CH:41][C:33]([C:34]([O:36][C:37]([CH3:40])([CH3:39])[CH3:38])=[O:35])=[C:32]([NH:43][C:44]([C:46]2[CH:47]=[N:48][CH:49]=[C:50]([C:52]3[CH:57]=[CH:56][CH:55]=[CH:54][CH:53]=3)[CH:51]=2)=[O:45])[CH:31]=1>O.C(Cl)(Cl)Cl.C(Cl)Cl.C(O)(=O)C>[CH2:1]([NH:23][C:24]1[CH:29]=[CH:28][CH:27]=[CH:26][C:25]=1[C:30]1[CH:42]=[CH:41][C:33]([C:34]([O:36][C:37]([CH3:40])([CH3:39])[CH3:38])=[O:35])=[C:32]([NH:43][C:44]([C:46]2[CH:47]=[N:48][CH:49]=[C:50]([C:52]3[CH:53]=[CH:54][CH:55]=[CH:56][CH:57]=3)[CH:51]=2)=[O:45])[CH:31]=1)[C:2]1[CH:7]=[CH:6][CH:5]=[CH:4][CH:3]=1 |f:1.2|. Procedure details: Benzaldehyde (0.027 mL) and sodium triacetoxyborohydride (70 mg) were added to a methylene chloride (1 mL) suspension of tert-butyl 4-(2-aminophenyl)-2-(5-phenylpyridine-3-carboxamido)benzoate (0.10 g) at room temperature, followed by stirring at the same temperature for 3 hours and 30 minutes. Methylene chloride (2 mL) was added to the reaction mixture at room temperature, followed by stirring at the same temperature for 1 hour and 50 minutes. Acetic acid (0.013 mL) and sodium triacetoxyborohyd...